Task: describe an organic reaction: reactants, conditions, products, and yield. Dataset: the Open Reaction Database (ORD), a public repository of structured organic reaction records Reactants: C(C)(C)(C)OC(=O)CN1C(N(C2=C1C=C(C=C2)I)C(=O)OC(C)(C)C)=O (tert-butyl 3-tert-butoxycarbonylmethyl-5-iodo-2-oxo-2,3-dihydrobenzimidazole-1-carboxylate), FC(C(=O)O)(F)F (trifluoroacetic acid). Solvent: ClCCl (dichloromethane). The product is IC=1C=CC2=C(N(C(N2)=O)CC(=O)O)C1 ((6-Iodo-2-oxo-2,3-dihydrobenzimidazol-1-yl)acetic acid). As a reaction SMILES: C([O:5][C:6]([CH2:8][N:9]1[C:13]2[CH:14]=[C:15]([I:18])[CH:16]=[CH:17][C:12]=2[N:11](C(OC(C)(C)C)=O)[C:10]1=[O:26])=[O:7])(C)(C)C.FC(F)(F)C(O)=O>ClCCl>[I:18][C:15]1[CH:16]=[CH:17][C:12]2[NH:11][C:10](=[O:26])[N:9]([CH2:8][C:6]([OH:7])=[O:5])[C:13]=2[CH:14]=1. Procedure: 2.10 g (4.43 mmol) of tert-butyl 3-tert-butoxycarbonylmethyl-5-iodo-2-oxo-2,3-dihydrobenzimidazole-1-carboxylate (VIIj) were dissolved in dichloromethane (50 ml) and, while stirring at room temperature, trifluoroacetic acid (25 ml) was added. The reaction solution was stirred for 2 h and then the solvent and excess trifluoroacetic acid were removed in vacuo. The residue was taken up again in toluene, concentrated in vacuo and then dried in vacuo. Yield: 1.39 g (99%) of white solid. The reactants are ClC1=NC=C(C=C1NS(=O)(=O)C)NC1=NC=C(C=C1C1=C2N=CN(C2=NC(=N1)C)C1OCCCC1)C(C)N1CCOCC1 (N-(2-chloro-5-(3-(2-methyl-9-(tetrahydro-2H-pyran-2-yl)-9H-purin-6-yl)-5-(1-morpholinoethyl)pyridin-2-ylamino)pyridin-3-yl)methanesulfonamide), Cl (hydrochloric acid), C(CC(O)(C(=O)O)CC(=O)O)(=O)O.[OH-].[Na+] (citric acid NaOH). The reagents and catalysts are [OH-].[Na+] (NaOH). Solvent: C1CCOC1 (THF). Reaction conditions: time 30 minute. The product is ClC1=NC=C(C=C1NS(=O)(=O)C)NC1=NC=C(C=C1C1=C2N=CNC2=NC(=N1)C)C(C)N1CCOCC1 (N-(2-Chloro-5-(3-(2-Methyl-9H-Purin-6-yl)-5-(1-Morpholinoethyl)Pyridin-2-Ylamino)Pyridin-3-yl)Methanesulfonamide). Isolated yield 70.6%. As a reaction SMILES: [Cl:1][C:2]1[C:7]([NH:8][S:9]([CH3:12])(=[O:11])=[O:10])=[CH:6][C:5]([NH:13][C:14]2[C:19]([C:20]3[N:28]=[C:27]([CH3:29])[N:26]=[C:25]4[C:21]=3[N:22]=[CH:23][N:24]4C3CCCCO3)=[CH:18][C:17]([CH:36]([N:38]3[CH2:43][CH2:42][O:41][CH2:40][CH2:39]3)[CH3:37])=[CH:16][N:15]=2)=[CH:4][N:3]=1.Cl.C(O)(=O)CC(CC(O)=O)(C(O)=O)O.[OH-].[Na+]>[OH-].[Na+].C1COCC1>[Cl:1][C:2]1[C:7]([NH:8][S:9]([CH3:12])(=[O:11])=[O:10])=[CH:6][C:5]([NH:13][C:14]2[C:19]([C:20]3[N:28]=[C:27]([CH3:29])[N:26]=[C:25]4[C:21]=3[N:22]=[CH:23][NH:24]4)=[CH:18][C:17]([CH:36]([N:38]3[CH2:39][CH2:40][O:41][CH2:42][CH2:43]3)[CH3:37])=[CH:16][N:15]=2)=[CH:4][N:3]=1 |f:2.3.4,5.6|. Procedure: To a 20 mL scintillation vial, N-(2-chloro-5-(3-(2-methyl-9-(tetrahydro-2H-pyran-2-yl)-9H-purin-6-yl)-5-(1-morpholinoethyl)pyridin-2-ylamino)pyridin-3-yl)methanesulfonamide (0.165 g, 0.263 mmol) and 5N hydrochloric acid (0.5 mL, 2.5 mmol) were mixed into THF (3 mL). The solution was stirred at room temperature for 30 min. 10 mL of buffer (pH 5, citric acid/NaOH) was added and the pH was further adjusted to about 5 by adding a few drops of 6N NaOH. The aqueous phase was extracted with 10% isoprop... The reactants are OCC=1C=C(OCCCN2C(C=3C(C2=O)=CC=CC3)=O)C=CC1 (N-[3-[3-(hydroxymethyl)phenoxy]propyl]phthalimide), S(=O)(Cl)Cl (thionyl chloride). Solvent: C1=CC=CC=C1 (benzene). Yields the product ClCC=1C=C(OCCCN2C(C=3C(C2=O)=CC=CC3)=O)C=CC1 (N-[3-[3-(chloromethyl)phenoxy]propyl]phthalimide). RXN SMILES: O[CH2:2][C:3]1[CH:4]=[C:5]([CH:21]=[CH:22][CH:23]=1)[O:6][CH2:7][CH2:8][CH2:9][N:10]1[C:14](=[O:15])[C:13]2=[CH:16][CH:17]=[CH:18][CH:19]=[C:12]2[C:11]1=[O:20].S(Cl)([Cl:26])=O>C1C=CC=CC=1>[Cl:26][CH2:2][C:3]1[CH:4]=[C:5]([CH:21]=[CH:22][CH:23]=1)[O:6][CH2:7][CH2:8][CH2:9][N:10]1[C:14](=[O:15])[C:13]2=[CH:16][CH:17]=[CH:18][CH:19]=[C:12]2[C:11]1=[O:20]. Procedure details: 2.5 g of N-[3-[3-(hydroxymethyl)phenoxy]propyl]phthalimide was dissolved in 12 ml of benzene, and 3 ml of thionyl chloride was added. The mixture was refluxed for 1 hour. The solvent was distilled off under reduced pressure, and the residue was dissolved in ether. The solution was washed twice with a 5% aqueous solution of potassium carbonate, and then rinsed with water. The product was dried over anhydrous sodium sulfate, and the solvent was distilled off to afford 2.8 g of N-[3-[3-(chloromethy... Reactants: C(C)(C)(C)OC(=O)N1C2C(CC(C1)C2)C2=NC1=C(N2C=2C=CC3=C(SC4=C3C=CC(=C4)C=4NC(=NC4)C4N(CCC4)C(=O)OC(C)(C)C)C2)C=CC=C1 (6-{(7-[2-(1-tert-Butoxycarbonyl-pyrrolidin-2-yl)-3H-imidazol-4-yl]-dibenzothiophen-3-yl}-1H-benzoimidazol-2-yl)-2-aza-bicyclo[2.2.1]heptane-2-carboxylic acid tert-butyl ester), C(C)(C)(C)OC(=O)N1C(CCC1)C=1NC(=CN1)C=1C=CC2=C(SC3=C2C=CC(=C3)Br)C1 (2-[5-(7-Bromo-dibenzothiophen-3-yl)-1H-imidazol-2-yl]-pyrrolidine-1-carboxylic acid tert-butyl ester), C(C)(C)(C)OC(=O)N1C2CCC(C1C1=NC3=C(N1)C=C(C=C3)B3OC(C(O3)(C)C)(C)C)C2 (3-[6-(4,4,5,5-Tetramethyl-[1,3,2]dioxaborolan-2-yl)-1H-benzoimidazol-2-yl]-2-aza-bicyclo[2.2.1]heptane-2-carboxylic acid tert-butyl ester), C([O-])([O-])=O.[K+].[K+] (potassium carbonate). The reagents and catalysts are C1=CC=C(C=C1)P([C-]2C=CC=C2)C3=CC=CC=C3.C1=CC=C(C=C1)P([C-]2C=CC=C2)C3=CC=CC=C3.Cl[Pd]Cl.[Fe+2] ([1,1′-bis(diphenylphosphino)ferrocene]dichloropalladium(II)), C=1C=CC(=CC1)[P](C=2C=CC=CC2)(C=3C=CC=CC3)[Pd]([P](C=4C=CC=CC4)(C=5C=CC=CC5)C=6C=CC=CC6)([P](C=7C=CC=CC7)(C=8C=CC=CC8)C=9C=CC=CC9)[P](C=1C=CC=CC1)(C=1C=CC=CC1)C=1C=CC=CC1 (tetrakis(triphenylphosphine)palladium). The solvent is COCCOC (DME), C(C)(=O)OCC (ethyl acetate). Reaction conditions: temperature 80 celsius. Product: C(C)(C)(C)OC(=O)N1C2CCC(C1C1=NC3=C(N1)C=C(C=C3)C=3C=CC1=C(SC4=C1C=CC(=C4)C=4NC(=NC4)C4N(CCC4)C(=O)OC(C)(C)C)C3)C2 (3-(6-{7-[2-(1-tert-Butoxycarbonyl-pyrrolidin-2-yl)-3H-imidazol-4-yl]-dibenzothiophen-3-yl}-1H-benzoimidazol-2-yl)-2-aza-bicyclo[2.2.1]heptane-2-carboxylic acid tert-butyl ester). Yield: 70.0%. RXN SMILES: C(OC(N1CC2CC1C(C1N(C3C=CC4C5C=CC([C:32]6[NH:33][C:34]([CH:37]7[CH2:41][CH2:40][CH2:39][N:38]7[C:42]([O:44][C:45]([CH3:48])([CH3:47])[CH3:46])=[O:43])=[N:35][CH:36]=6)=CC=5SC=4C=3)C3C=CC=CC=3N=1)C2)=O)(C)(C)C.C(OC(N1CCCC1C1NC([C:71]2[CH:72]=[CH:73][C:74]3[C:78]4[CH:79]=[CH:80][C:81](Br)=[CH:82][C:77]=4[S:76][C:75]=3[CH:84]=2)=CN=1)=O)(C)(C)C.[C:85]([O:89][C:90]([N:92]1[CH:97]([C:98]2[NH:102][C:101]3[CH:103]=[C:104](B4OC(C)(C)C(C)(C)O4)[CH:105]=[CH:106][C:100]=3[N:99]=2)[CH:96]2[CH2:116][CH:93]1[CH2:94][CH2:95]2)=[O:91])([CH3:88])([CH3:87])[CH3:86].C(=O)([O-])[O-].[K+].[K+]>COCCOC.C(OCC)(=O)C.C1C=CC(P(C2C=CC=CC=2)[C-]2C=CC=C2)=CC=1.C1C=CC(P(C2C=CC=CC=2)[C-]2C=CC=C2)=CC=1.Cl[Pd]Cl.[Fe+2].C1C=CC([P]([Pd]([P](C2C=CC=CC=2)(C2C=CC=CC=2)C2C=CC=CC=2)([P](C2C=CC=CC=2)(C2C=CC=CC=2)C2C=CC=CC=2)[P](C2C=CC=CC=2)(C2C=CC=CC=2)C2C=CC=CC=2)(C2C=CC=CC=2)C2C=CC=CC=2)=CC=1>[C:85]([O:89][C:90]([N:92]1[CH:97]([C:98]2[NH:102][C:101]3[CH:103]=[C:104]([C:81]4[CH:80]=[CH:79][C:78]5[C:74]6[CH:73]=[CH:72][C:71]([C:32]7[NH:33][C:34]([CH:37]8[CH2:41][CH2:40][CH2:39][N:38]8[C:42]([O:44][C:45]([CH3:46])([CH3:47])[CH3:48])=[O:43])=[N:35][CH:36]=7)=[CH:84][C:75]=6[S:76][C:77]=5[CH:82]=4)[CH:105]=[CH:106][C:100]=3[N:99]=2)[CH:96]2[CH2:116][CH:93]1[CH2:94][CH2:95]2)=[O:91])([CH3:88])([CH3:86])[CH3:87] |f:3.4.5,8.9.10.11,^1:178,180,199,218|. Procedure details: 3-(6-{(7-[2-(1-tert-Butoxycarbonyl-pyrrolidin-2-yl)-3H-imidazol-4-yl]-dibenzothiophen-3-yl}-1H-benzoimidazol-2-yl)-2-aza-bicyclo[2.2.1]heptane-2-carboxylic acid tert-butyl ester: A mixture of 2-[5-(7-Bromo-dibenzothiophen-3-yl)-1H-imidazol-2-yl]-pyrrolidine-1-carboxylic acid tert-butyl ester (300 mg, 0.48 mmol, 1 eq.), 3-[6-(4,4,5,5-Tetramethyl-[1,3,2]dioxaborolan-2-yl)-1H-benzoimidazol-2-yl]-2-aza-bicyclo[2.2.1]heptane-2-carboxylic acid tert-butyl ester (1.1 eq., 530 mg), [1,1′-bis(diphenylphos... The reactants are COC(=O)C(CCS(C)(=O)=O)O[Si](C)(C)C(C)(C)C, CC(C)=O, [I-], [Na+]. Yields the product COC(=O)C(CCI)O[Si](C)(C)C(C)(C)C. RXN SMILES: [C:1]([CH3:2])([CH3:3])([CH3:4])[Si:5]([O:6][CH:7]([C:8](=[O:9])[O:10][CH3:11])[CH2:12][CH2:13][S:14]([CH3:15])(=[O:16])=[O:17])([CH3:18])[CH3:19].[CH3:22][C:23](=[O:24])[CH3:25].[I-:21].[Na+:20]>>[C:1]([CH3:2])([CH3:3])([CH3:4])[Si:5]([O:6][CH:7]([C:8](=[O:9])[O:10][CH3:11])[CH2:12][CH2:13][I:21])([CH3:18])[CH3:19]. Reactants: BrCC1=C(C(=O)OC)C(=CC=C1)C#N (methyl 2-bromomethyl-6-cyanobenzoate), NC1CCN(CC1)C(=O)OC(C)(C)C (tert-butyl 4-aminopiperidine-1-carboxylate). Solvent: O1CCCC1 (tetrahydrofuran), CN(C)C=O (N,N′-dimethylformamide), CN(C)C=O (N,N′-dimethylformamide), O1CCCC1 (tetrahydrofuran). Reaction conditions: time 16 hour. Yields the product C(#N)C=1C=CC=C2CN(C(C12)=O)C1CCN(CC1)C(=O)OC(C)(C)C (tert-butyl 4-(7-cyano-1-oxo-1,3-dihydroisoindol-2-yl)piperidine-1-carboxylate). As a reaction SMILES: Br[CH2:2][C:3]1[CH:12]=[CH:11][CH:10]=[C:9]([C:13]#[N:14])[C:4]=1[C:5](OC)=[O:6].[NH2:15][CH:16]1[CH2:21][CH2:20][N:19]([C:22]([O:24][C:25]([CH3:28])([CH3:27])[CH3:26])=[O:23])[CH2:18][CH2:17]1>O1CCCC1.CN(C=O)C>[C:13]([C:9]1[CH:10]=[CH:11][CH:12]=[C:3]2[C:4]=1[C:5](=[O:6])[N:15]([CH:16]1[CH2:17][CH2:18][N:19]([C:22]([O:24][C:25]([CH3:28])([CH3:27])[CH3:26])=[O:23])[CH2:20][CH2:21]1)[CH2:2]2)#[N:14]. Procedure details: To a solution of EXAMPLE 6C (300 mg) in tetrahydrofuran (2 mL) and N,N′-dimethylformamide (2 mL) was added tert-butyl 4-aminopiperidine-1-carboxylate (320 mg,) in N,N′-dimethylformamide (2 mL) and tetrahydrofuran (2 mL) at −40° C. The solution was warmed to ambient temperature over 2 hours, and stirred for 16 hours. The solvent was removed, and the concentrate was partitioned between ethyl acetate and water. The extract was washed with brine and concentrated, and the concentrate was purified by ... Reactants: C(C)(C)(C)OC(=O)N1CCN(CC1)CC1=CC=C(C=C1)[C@H]1COC=2C(=NC=CC2)O1 (4-[(S)-4-(2,3-dihydro-[1,4]dioxino[2,3-b]pyridin-3-yl)-benzyl]-piperazine-1-carboxylic acid tert-butyl ester), Cl.CC1(CCNCC1)O (4-Methyl-piperidin-4-ol hydrochloride). The product is O1C[C@@H](OC2=NC=CC=C21)C2=CC=C(CN1CCC(CC1)(O)C)C=C2 (1-[(S)-4-(2,3-Dihydro-[1,4]dioxino[2,3-b]pyridin-3-yl)-benzyl]-4-methyl-piperidin-4-ol). RXN SMILES: C(OC(N1[CH2:13][CH2:12][N:11]([CH2:14][C:15]2[CH:20]=[CH:19][C:18]([C@@H:21]3[O:30][C:25]4=[N:26][CH:27]=[CH:28][CH:29]=[C:24]4[O:23][CH2:22]3)=[CH:17][CH:16]=2)[CH2:10][CH2:9]1)=O)(C)(C)C.Cl.[CH3:32][C:33]1([OH:39])CCNCC1>>[O:23]1[C:24]2[C:25](=[N:26][CH:27]=[CH:28][CH:29]=2)[O:30][C@@H:21]([C:18]2[CH:19]=[CH:20][C:15]([CH2:14][N:11]3[CH2:12][CH2:13][C:33]([CH3:32])([OH:39])[CH2:9][CH2:10]3)=[CH:16][CH:17]=2)[CH2:22]1 |f:1.2|. Procedure details: Compound 276 is synthesized from Intermediate C and Intermediate R according to General Method K. (LC/MS method 16: ES+ m/z 341.2 [M+H]+, Rt=2.50 min)